Dataset: the Open Reaction Database (ORD), a public repository of structured organic reaction records. Task: describe an organic reaction: reactants, conditions, products, and yield The reactants are ClC1=CC=C(C=C1)C1=CC=C(C=C1)NC(\C=C\C1=CC=C(C=C1)CN1CCC(CC1)C)=O ((E)-N-(4′-chlorobiphenyl-4-yl)-3-[4-(4-methylpiperidin-1-ylmethyl)phenyl]acrylamide). Reagents/catalysts: [Ni] (Raney nickel). Solvent: C(C)(=O)OCC (ethyl acetate), CO (methanol). Conditions: time 1 hour. The product is ClC1=CC=C(C=C1)C1=CC=C(C=C1)NC(CCC1=CC=C(C=C1)CN1CCC(CC1)C)=O (N-(4′-chlorobiphenyl-4-yl)-3-[4-(4-methylpiperidin-1-ylmethyl)phenyl]propionamide). Reaction SMILES: [Cl:1][C:2]1[CH:7]=[CH:6][C:5]([C:8]2[CH:13]=[CH:12][C:11]([NH:14][C:15](=[O:32])/[CH:16]=[CH:17]/[C:18]3[CH:23]=[CH:22][C:21]([CH2:24][N:25]4[CH2:30][CH2:29][CH:28]([CH3:31])[CH2:27][CH2:26]4)=[CH:20][CH:19]=3)=[CH:10][CH:9]=2)=[CH:4][CH:3]=1>[Ni].C(OCC)(=O)C.CO>[Cl:1][C:2]1[CH:7]=[CH:6][C:5]([C:8]2[CH:9]=[CH:10][C:11]([NH:14][C:15](=[O:32])[CH2:16][CH2:17][C:18]3[CH:23]=[CH:22][C:21]([CH2:24][N:25]4[CH2:26][CH2:27][CH:28]([CH3:31])[CH2:29][CH2:30]4)=[CH:20][CH:19]=3)=[CH:12][CH:13]=2)=[CH:4][CH:3]=1. Procedure: A reaction mixture of 80 mg (0.18 mmol) of (E)-N-(4′-chlorobiphenyl-4-yl)-3-[4-(4-methylpiperidin-1-ylmethyl)phenyl]acrylamide and 20 mg of Raney nickel in 15 mL of ethyl acetate and 15 mL of methanol is hydrogenated for 1 hour at 50 psi and ambient temperature. The catalyst is filtered off, the filtrate is evaporated to dryness and stirred with diisopropylether. Yield: 40 mg (49.7% of theory); melting point: 150° C.-151° C.; C28H31ClN2O (M=447.02); calc.: molecular ion peak (M+H)+: 447/449; fou... Starting materials: ClCC(=O)OC (methyl chloroacetate), C(C)N(C=1C=C(C=CC1)O)CC (3-diethylaminophenol), [Li+].CC(C)[N-]C(C)C (LDA), C1(=CC=CC=C1)[O-] (phenolate), Cl (HCl). Run in O (water), C1(=CC=CC=C1)C (toluene), C1(=CC=CC=C1)C (toluene). Reaction conditions: temperature -78 celsius, time 3 hour. Yields the product C(C)N(C=1C=C(OCC(=O)OC)C=CC1)CC (Methyl (3-diethylaminophenoxy)acetate). RXN SMILES: [CH2:1]([N:3]([CH2:11][CH3:12])[C:4]1[CH:5]=[C:6]([OH:10])[CH:7]=[CH:8][CH:9]=1)[CH3:2].[Li+].CC([N-]C(C)C)C.C1([O-])C=CC=CC=1.Cl[CH2:29][C:30]([O:32][CH3:33])=[O:31].Cl>C1(C)C=CC=CC=1.O>[CH2:11]([N:3]([CH2:1][CH3:2])[C:4]1[CH:5]=[C:6]([CH:7]=[CH:8][CH:9]=1)[O:10][CH2:29][C:30]([O:32][CH3:33])=[O:31])[CH3:12] |f:1.2|. Reported procedure: 5.0 g (30 mmol) of 3-diethylaminophenol are dissolved in 80 ml dry toluene and cooled down to -78° C. Within 15 min 15 ml of a 2 molar LDA-solution are added. After warming up to room temperature this phenolate solution is added in dropwise to a solution of 2.7 ml (30 mmol) of methyl chloroacetate in 15 ml of dry toluene. The dark brown reaction mixture is stirred at room temperature for 3 hours, after then it is added to 300 ml of water. Then solution is made acidic by adding a little amount of... Reactants: C(C)OC(CCC1=C(C=CC=C1)OC)=O (2-methoxybenzenepropanoic acid ethyl ester), C1(CCC(=O)O1)=O (succinic anhydride), 4.46, [Cl-].[Al+3].[Cl-].[Cl-] (aluminum chloride), C(Cl)Cl (methylene chloride). Run in C(C)O (ethanol). The product is C(C)OC(CCC=1C=C(C=CC1OC)C(CCC(=O)O)=O)=O (3-(3-Ethoxy-3-oxopropyl)-4-methoxy-γ-oxobenzenebutanoic Acid). Yield: 77.6%. RXN SMILES: [CH2:1]([O:3][C:4](=[O:15])[CH2:5][CH2:6][C:7]1[CH:12]=[CH:11][CH:10]=[CH:9][C:8]=1[O:13][CH3:14])[CH3:2].[C:16]1(=[O:22])[O:21][C:19](=[O:20])[CH2:18][CH2:17]1.[Cl-].[Al+3].[Cl-].[Cl-].C(Cl)Cl>C(O)C>[CH2:1]([O:3][C:4](=[O:15])[CH2:5][CH2:6][C:7]1[CH:12]=[C:11]([C:16](=[O:22])[CH2:17][CH2:18][C:19]([OH:21])=[O:20])[CH:10]=[CH:9][C:8]=1[O:13][CH3:14])[CH3:2] |f:2.3.4.5|. Procedure details: Starting with a mixture of 3.12 g (15.0 mmol) of 2-methoxybenzenepropanoic acid ethyl ester, 1.53 g (15.3 mmol) of succinic anhydride, 4.46 (33.5 mmol) of aluminum chloride and 20 mL of methylene chloride, the title compound (3.59 g, 77.7%) was obtained as a white solid, mp 128°-129° C. (recrystallized from ethanol), using the procedure of example 139. Reactants: NC=1C=C(C(=O)OC)C=CC1 (methyl m-aminobenzoate), C(C)OC=CC(=O)Cl (β-ethoxyacrylic acid chloride). The solvent is C(C)OCC (diethyl ether). The product is COC(=O)C=1C=C(NC(C=COCC)=O)C=CC1 (m-methoxycarbonyl-N-(β-ethoxyacryloyl)aniline). The yield is 63.8%. Reaction SMILES: [NH2:1][C:2]1[CH:3]=[C:4]([CH:9]=[CH:10][CH:11]=1)[C:5]([O:7][CH3:8])=[O:6].[CH2:12]([O:14][CH:15]=[CH:16][C:17](Cl)=[O:18])[CH3:13]>C(OCC)C>[CH3:8][O:7][C:5]([C:4]1[CH:3]=[C:2]([CH:11]=[CH:10][CH:9]=1)[NH:1][C:17](=[O:18])[CH:16]=[CH:15][O:14][CH2:12][CH3:13])=[O:6]. Procedure: To a solution containing 29.5 g of methyl m-aminobenzoate in 300 ml of diethyl ether, 11.53 g of β-ethoxyacrylic acid chloride was added dropwise at 17°-27° C. under stirring condition. After the addition was finished, the reaction mixture was further stirred at a room temperature for 1 hour, then the crystals thus precipitated were collected by filtration. The crystals were washed with ether, and the crude crystals were dissolved in chloroform, then the chloroform solution was washed with 0.5N-...